Dataset: the Open Reaction Database (ORD), a public repository of structured organic reaction records. Task: describe an organic reaction: reactants, conditions, products, and yield Reactants: BrCCBr, COc1ccc(Br)cc1OC1CCCC1, [Cl-], [Mg], [NH4+], C1CCOC1, O=C1CCSC1. Product: COc1ccc(C2(O)CCSC2)cc1OC1CCCC1. As a reaction SMILES: [Br:2][CH2:3][CH2:4][Br:5].[Br:6][c:7]1[cH:8][c:9]([O:15][CH:16]2[CH2:17][CH2:18][CH2:19][CH2:20]2)[c:10]([O:13][CH3:14])[cH:11][cH:12]1.[Cl-:27].[Mg:1].[NH4+:28].[O:29]1[CH2:30][CH2:31][CH2:32][CH2:33]1.[S:21]1[CH2:22][C:23](=[O:26])[CH2:24][CH2:25]1>>[c:7]1([C:23]2([OH:26])[CH2:22][S:21][CH2:25][CH2:24]2)[cH:8][c:9]([O:15][CH:16]2[CH2:17][CH2:18][CH2:19][CH2:20]2)[c:10]([O:13][CH3:14])[cH:11][cH:12]1. The reactants are C(C)(=O)OCC=1CS[C@H]2N(C1C(=O)O)C(C2NC(C(=NOC)C=2N=C(SC2)N)=O)=O (3-acetoxymethyl-7-[2-(2-amino-4-thiazolyl)-2-methoxyimino-acetamido]-ceph-3-eme-4-carboxylic acid), C(C)(=O)[O-].[Na+] (sodium acetate). The solvent is CO (methanol). Run at temperature 20 celsius. Product: C(C)(=O)OCC=1CS[C@H]2N(C1C(=O)[O-])C(C2NC(C(=NOC)C=2N=C(SC2)N)=O)=O.[Na+] (sodium 3-acetoxymethyl-7-[2-(2-amino-4-thiazolyl)-2-methoxyimino-acetamido]-ceph-3-eme-4-carboxylate). RXN SMILES: [C:1]([O:4][CH2:5][C:6]1[CH2:7][S:8][C@@H:9]2[CH:16]([NH:17][C:18](=[O:29])[C:19]([C:23]3[N:24]=[C:25]([NH2:28])[S:26][CH:27]=3)=[N:20][O:21][CH3:22])[C:15](=[O:30])[N:10]2[C:11]=1[C:12]([OH:14])=[O:13])(=[O:3])[CH3:2].C([O-])(=O)C.[Na+:35]>CO>[C:1]([O:4][CH2:5][C:6]1[CH2:7][S:8][C@@H:9]2[CH:16]([NH:17][C:18](=[O:29])[C:19]([C:23]3[N:24]=[C:25]([NH2:28])[S:26][CH:27]=3)=[N:20][O:21][CH3:22])[C:15](=[O:30])[N:10]2[C:11]=1[C:12]([O-:14])=[O:13])(=[O:3])[CH3:2].[Na+:35] |f:1.2,4.5|. Reported procedure: 15 g of the syn isomer of 3-acetoxymethyl-7-[2-(2-amino-4-thiazolyl)-2-methoxyimino-acetamido]-ceph-3-eme-4-carboxylic acid were dissolved at -15° C. in a solution of 5 g of sodium acetate in 100 ml of methanol and 3 g of activated carbon were added thereto. The solution was filtered and the filtrate was heated to 20° C. to obtain crystals of a methanol solvate of the syn isomer of sodium 3-acetoxymethyl-7-[2-(2-amino-4-thiazolyl)-2-methoxyimino-acetamido]-ceph-3-eme-4-carboxylate identical to t... Reactants: Cc1ccc2ncc(CSc3ccc([N+](=O)[O-])cc3)n2c1, [Ca+2], [Cl-], [Cl-], [Fe]. Yields the product Cc1ccc2ncc(CSc3ccc(N)cc3)n2c1. Reaction SMILES: [CH3:1][c:2]1[cH:3][cH:4][c:5]2[n:6]([cH:7]1)[c:8]([CH2:11][S:12][c:13]1[cH:14][cH:15][c:16]([N+:19]([O-:20])=[O:21])[cH:17][cH:18]1)[cH:9][n:10]2.[Ca+2:24].[Cl-:22].[Cl-:23].[Fe:25]>>[CH3:1][c:2]1[cH:3][cH:4][c:5]2[n:6]([cH:7]1)[c:8]([CH2:11][S:12][c:13]1[cH:14][cH:15][c:16]([NH2:19])[cH:17][cH:18]1)[cH:9][n:10]2. The reactants are CCO, CCOC(=O)c1cn(C)nc1-c1ccccc1Cl, [K+], [OH-], O. Product: Cn1cc(C(=O)O)c(-c2ccccc2Cl)n1. Reaction SMILES: [CH3:22][CH2:23][OH:24].[Cl:1][c:2]1[c:3](-[c:8]2[n:9][n:10]([CH3:18])[cH:11][c:12]2[C:13](=[O:14])[O:15][CH2:16][CH3:17])[cH:4][cH:5][cH:6][cH:7]1.[K+:20].[OH-:19].[OH2:21]>>[Cl:1][c:2]1[c:3](-[c:8]2[n:9][n:10]([CH3:18])[cH:11][c:12]2[C:13](=[O:14])[OH:15])[cH:4][cH:5][cH:6][cH:7]1. The reactants are ClC1=CC=C(C=C1)CCC(=O)O (3-(4-chlorophenyl)propionic acid), [Li+].CC(C)[N-]C(C)C (LDA), CI (methyl iodide). The solvent is C1CCOC1 (THF). Reaction conditions: temperature -30 celsius, time 1 hour. Yields the product CC(C(=O)O)CC1=CC=C(C=C1)Cl (2-methyl-3-(4-chlorophenyl) propionic acid). As a reaction SMILES: [Cl:1][C:2]1[CH:7]=[CH:6][C:5]([CH2:8][CH2:9][C:10]([OH:12])=[O:11])=[CH:4][CH:3]=1.[Li+].[CH3:14]C([N-]C(C)C)C.CI>C1COCC1>[CH3:14][CH:9]([CH2:8][C:5]1[CH:4]=[CH:3][C:2]([Cl:1])=[CH:7][CH:6]=1)[C:10]([OH:12])=[O:11] |f:1.2|. Reported procedure: A solution of 3-(4-chlorophenyl)propionic acid (1.85 g, 10 mmol) in 10 mL THF was added to 16 mL freshly prepared 1.5 M LDA (24 mmol) at dryice-acetone bath temp. The reaction mixture was stirred 1 hr as it warmed to −30° C. and 1.6 mL (25 mmol) of methyl iodide was added. The resulting mixture was stirred at the same temp. for 0.5 h and the stirring was continued at RT overnight. The reaction was quenched with 1 N HCl, and diluted with ether. The solution was washed with water, 10% sodium thios... Starting materials: C1COCCO1, CCOC(C)=O, CC1(C)OB(c2cnn(C(CC#N)C3CCCC3)c2)OC1(C)C, COc1cnc(Cl)nc1Cl, [K+], [K+], [K+], O, O=P([O-])([O-])[O-], c1ccc(P(c2ccccc2)(c2ccccc2)[Pd](P(c2ccccc2)(c2ccccc2)c2ccccc2)(P(c2ccccc2)(c2ccccc2)c2ccccc2)P(c2ccccc2)(c2ccccc2)c2ccccc2)cc1. The product is COc1cnc(Cl)nc1-c1cnn(C(CC#N)C2CCCC2)c1. Reaction SMILES: [CH2:42]1[O:43][CH2:44][CH2:45][O:46][CH2:47]1.[CH3:49][CH2:50][O:51][C:52]([CH3:53])=[O:54].[CH:11]1([CH:16]([CH2:17][C:18]#[N:19])[n:20]2[n:21][cH:22][c:23]([B:25]3[O:26][C:27]([CH3:28])([CH3:29])[C:30]([CH3:31])([CH3:32])[O:33]3)[cH:24]2)[CH2:12][CH2:13][CH2:14][CH2:15]1.[Cl:1][c:2]1[n:3][cH:4][c:5]([O:9][CH3:10])[c:6]([Cl:8])[n:7]1.[K+:39].[K+:40].[K+:41].[OH2:48].[P:34]([O-:35])([O-:36])([O-:37])=[O:38].[cH:55]1[cH:56][cH:57][c:58]([P:59]([Pd:60]([P:61]([c:62]2[cH:63][cH:64][cH:65][cH:66][cH:67]2)([c:68]2[cH:69][cH:70][cH:71][cH:72][cH:73]2)[c:74]2[cH:75][cH:76][cH:77][cH:78][cH:79]2)([P:80]([c:81]2[cH:82][cH:83][cH:84][cH:85][cH:86]2)([c:87]2[cH:88][cH:89][cH:90][cH:91][cH:92]2)[c:93]2[cH:94][cH:95][cH:96][cH:97][cH:98]2)[P:99]([c:100]2[cH:101][cH:102][cH:103][cH:104][cH:105]2)([c:106]2[cH:107][cH:108][cH:109][cH:110][cH:111]2)[c:112]2[cH:113][cH:114][cH:115][cH:116][cH:117]2)([c:118]2[cH:119][cH:120][cH:121][cH:122][cH:123]2)[c:124]2[cH:125][cH:126][cH:127][cH:128][cH:129]2)[cH:130][cH:131]1>>[Cl:1][c:2]1[n:3][cH:4][c:5]([O:9][CH3:10])[c:6](-[c:23]2[cH:22][n:21][n:20]([CH:16]([CH:11]3[CH2:12][CH2:13][CH2:14][CH2:15]3)[CH2:17][C:18]#[N:19])[cH:24]2)[n:7]1. Reactants: C12(CC3CC(CC(C1)C3)C2)C2=CC=C(OC=3C=CC1=C(N(C(=N1)COC1=CC=C(C=C1)CC(C(=O)OC)OCC1=CC=C(C=C1)F)C)C3)C=C2 (methyl 3-[4-[6-(4-adamantan-1-ylphenoxy)-1-methyl-1H-benzimidazol-2-ylmethoxy]phenyl]-2-(4-fluorobenzyloxy)propionate), [OH-].[Na+] (sodium hydroxide), Cl (hydrochloric acid), C(O)([O-])=O.[Na+] (sodium hydrogencarbonate). The solvent is CO (methanol), O (water), O1CCCC1 (tetrahydrofuran). Reaction conditions: time 2 hour. The product is C12(CC3CC(CC(C1)C3)C2)C2=CC=C(OC=3C=CC1=C(N(C(=N1)COC1=CC=C(C=C1)CC(C(=O)O)OCC1=CC=C(C=C1)F)C)C3)C=C2 (3-[4-[6-(4-Adamantan-1-ylphenoxy)-1-methyl-1H-benzimidazol-2-ylmethoxy]phenyl]-2-(4-fluorobenzyloxy)propionic acid). The yield is 94.0%. As a reaction SMILES: [C:1]12([C:11]3[CH:50]=[CH:49][C:14]([O:15][C:16]4[CH:17]=[CH:18][C:19]5[N:23]=[C:22]([CH2:24][O:25][C:26]6[CH:31]=[CH:30][C:29]([CH2:32][CH:33]([O:38][CH2:39][C:40]7[CH:45]=[CH:44][C:43]([F:46])=[CH:42][CH:41]=7)[C:34]([O:36]C)=[O:35])=[CH:28][CH:27]=6)[N:21]([CH3:47])[C:20]=5[CH:48]=4)=[CH:13][CH:12]=3)[CH2:10][CH:5]3[CH2:6][CH:7]([CH2:9][CH:3]([CH2:4]3)[CH2:2]1)[CH2:8]2.[OH-].[Na+].Cl.C(=O)([O-])O.[Na+]>O.O1CCCC1.CO>[C:1]12([C:11]3[CH:12]=[CH:13][C:14]([O:15][C:16]4[CH:17]=[CH:18][C:19]5[N:23]=[C:22]([CH2:24][O:25][C:26]6[CH:31]=[CH:30][C:29]([CH2:32][CH:33]([O:38][CH2:39][C:40]7[CH:41]=[CH:42][C:43]([F:46])=[CH:44][CH:45]=7)[C:34]([OH:36])=[O:35])=[CH:28][CH:27]=6)[N:21]([CH3:47])[C:20]=5[CH:48]=4)=[CH:49][CH:50]=3)[CH2:10][CH:5]3[CH2:4][CH:3]([CH2:9][CH:7]([CH2:6]3)[CH2:8]1)[CH2:2]2 |f:1.2,4.5|. Procedure: A mixture of methyl 3-[4-[6-(4-adamantan-1-ylphenoxy)-1-methyl-1H-benzimidazol-2-ylmethoxy]phenyl]-2-(4-fluorobenzyloxy)propionate (0.25 g), aqueous 2N sodium hydroxide solution (2 ml) and methanol (5 ml) was stirred at room temperature for 2 hours. To the reaction mixture was added tetrahydrofuran (5 ml) and the mixture was stirred for 4 hours. The reaction mixture was poured into water and neutralized with hydrochloric acid and sodium hydrogencarbonate and extracted with ethyl acetate. The ext... The reactants are C(C)OC(=O)C1CCN(CCC1=O)C1=NC=CC=C1C(F)(F)F (5-oxo-1-(3-trifluoromethyl-pyridin-2-yl)-azepane-4-carboxylic acid ethyl ester), CC[O-].[Na+] (NaOEt), NC(=S)N (thiourea), CSC=1N=C(C2=C(CCN(CC2)C2=NC=CC=C2C(F)(F)F)N1)O (2-Methylsulfanyl-7-(3-trifluoromethyl-pyridin-2-yl)-6,7,8,9-tetrahydro-5H-pyrimido[4,5-d]azepin-4-ol). The solvent is CCO (EtOH). Run at time 1 hour. Product: CSC=1N=C(C2=C(CCN(CC2)C2=NC=CC=C2C(F)(F)F)N1)NC1=CC=C(C=C1)C(F)(F)F ([2-Methylsulfanyl-7-(3-trifluoromethyl-pyridin-2-yl)-6,7,8,9-tetrahydro-5H-pyrimido[4,5-d]azepin-4-yl]-(4-trifluoromethyl-phenyl)-amine). Yield: 99.0%. RXN SMILES: [CH3:1][S:2][C:3]1[N:4]=[C:5](O)[C:6]2[CH2:12][CH2:11][N:10]([C:13]3[C:18]([C:19]([F:22])([F:21])[F:20])=[CH:17][CH:16]=[CH:15][N:14]=3)[CH2:9][CH2:8][C:7]=2[N:23]=1.C(OC(C1C(=O)CCN([C:38]2[C:43]([C:44]([F:47])([F:46])[F:45])=[CH:42][CH:41]=[CH:40][N:39]=2)CC1)=O)C.[CH3:48]C[O-].[Na+].NC(N)=S>CCO>[CH3:1][S:2][C:3]1[N:4]=[C:5]([NH:39][C:40]2[CH:41]=[CH:42][C:43]([C:44]([F:45])([F:46])[F:47])=[CH:38][CH:48]=2)[C:6]2[CH2:12][CH2:11][N:10]([C:13]3[C:18]([C:19]([F:22])([F:21])[F:20])=[CH:17][CH:16]=[CH:15][N:14]=3)[CH2:9][CH2:8][C:7]=2[N:23]=1 |f:2.3|. Procedure: 2-Methylsulfanyl-7-(3-trifluoromethyl-pyridin-2-yl)-6,7,8,9-tetrahydro-5H-pyrimido[4,5-d]azepin-4-ol. To solution of 5-oxo-1-(3-trifluoromethyl-pyridin-2-yl)-azepane-4-carboxylic acid ethyl ester (3.0 g, 9.09 mmol) in EtOH (40 mL) was added NaOEt (1.97 g, 29.1 mmol) and thiourea (1.1 g, 13.6 mmol). The mixture was heated at reflux for 12 h. The mixture was cooled, treated with Mel (0.74 mL, 11.8 mmol) drop-wise, and stirred at rt for 1 h. Thee mixture was concentrated and the residue was dissolv...